Dataset: the Open Reaction Database (ORD), a public repository of structured organic reaction records. Task: describe an organic reaction: reactants, conditions, products, and yield Starting materials: O=C1CCC(=O)N1Br, O=C(OOC(=O)c1ccccc1)c1ccccc1, ClC(Cl)(Cl)Cl, COC(=O)c1ncc2c(Oc3ccc(F)cc3)cccc2c1O. Product: COC(=O)c1nc(Br)c2c(Oc3ccc(F)cc3)cccc2c1O. As a reaction SMILES: [Br:24][N:25]1[C:26](=[O:27])[CH2:28][CH2:29][C:30]1=[O:31].[C:32]([O:33][O:34][C:35](=[O:36])[c:37]1[cH:38][cH:39][cH:40][cH:41][cH:42]1)(=[O:43])[c:44]1[cH:45][cH:46][cH:47][cH:48][cH:49]1.[C:50]([Cl:51])([Cl:52])([Cl:53])[Cl:54].[CH3:1][O:2][C:3](=[O:4])[c:5]1[n:6][cH:7][c:8]2[c:9]([O:16][c:17]3[cH:18][cH:19][c:20]([F:23])[cH:21][cH:22]3)[cH:10][cH:11][cH:12][c:13]2[c:14]1[OH:15]>>[CH3:1][O:2][C:3](=[O:4])[c:5]1[n:6][c:7]([Br:24])[c:8]2[c:9]([O:16][c:17]3[cH:18][cH:19][c:20]([F:23])[cH:21][cH:22]3)[cH:10][cH:11][cH:12][c:13]2[c:14]1[OH:15]. Starting materials: solution, Cl (hydrogen chloride), C(C)(C)(C)OC(=O)N[C@@H](COC1=CC=C(C=C1)C1=CC=C(C=C1)C(=O)OCC)C (Ethyl 4′-[(R)-2-(tert-butoxycarbonylamino)propyloxy]biphenyl-4-carboxylate). Run in C(C)O (ethanol), C(C)O (ethanol). Yields the product N[C@@H](COC1=CC=C(C=C1)C1=CC=C(C=C1)C(=O)OCC)C (Ethyl 4′-[(R)-2-aminopropyloxy]biphenyl-4-carboxylate). RXN SMILES: C(OC([NH:8][C@H:9]([CH3:29])[CH2:10][O:11][C:12]1[CH:17]=[CH:16][C:15]([C:18]2[CH:23]=[CH:22][C:21]([C:24]([O:26][CH2:27][CH3:28])=[O:25])=[CH:20][CH:19]=2)=[CH:14][CH:13]=1)=O)(C)(C)C.Cl>C(O)C>[NH2:8][C@H:9]([CH3:29])[CH2:10][O:11][C:12]1[CH:13]=[CH:14][C:15]([C:18]2[CH:23]=[CH:22][C:21]([C:24]([O:26][CH2:27][CH3:28])=[O:25])=[CH:20][CH:19]=2)=[CH:16][CH:17]=1. Procedure details: Ethyl 4′-[(R)-2-(tert-butoxycarbonylamino)propyloxy]biphenyl-4-carboxylate was dissolved in ethanol (30 mL), and a 48% solution of hydrogen chloride in ethanol (5 mL) was added dropwise to the solution at room temperature with stirring. After being stirred at that temperature for 5 hrs, the reaction mixture was concentrated in vacuo. The residue was purified by aminopropyl silica gel flash column chromatography (eluent: methylene chloride/ethyl acetate=1/1 and methylene chloride/methanol=10/1) t... Starting materials: CN(C)C=O, CCc1ccccc1N=C=S, Nc1ccccn1. Product: CCc1ccccc1NC(=S)Nc1ccccn1. Reaction SMILES: [CH3:19][N:20]([CH3:21])[CH:22]=[O:23].[CH3:8][CH2:9][c:10]1[c:11]([N:16]=[C:17]=[S:18])[cH:12][cH:13][cH:14][cH:15]1.[NH2:1][c:2]1[n:3][cH:4][cH:5][cH:6][cH:7]1>>[NH:1]([c:2]1[n:3][cH:4][cH:5][cH:6][cH:7]1)[C:17]([NH:16][c:11]1[c:10]([CH2:9][CH3:8])[cH:15][cH:14][cH:13][cH:12]1)=[S:18]. The reactants are O=C(O)c1ccc2nccnc2c1, CNOC. Reagents/catalysts: CCN=C=NCCCN(C)C.Cl (EDC-HCl), CN1CCOCC1 (NMM), C1(=C(C(=C(C(=C1F)F)F)F)F)O (Pentafluorophenol). Run in CN(C)C=O (DMF), CN(C)C=O (DMF), CN(C)C=O (DMF), CN(C)C=O (DMF), CN(C)C=O (DMF), CN(C)C=O (DMF). Run at temperature 25 celsius, time 2 hour. Product: CON(C)C(=O)c1ccc2nccnc2c1. Yield: 50.3%. RXN SMILES: CNOC.O=C(O)c1ccc2nccnc2c1.CCN=C=NCCCN(C)C.Cl.C1(=C(C(=C(C(=C1F)F)F)F)F)O.CN1CCOCC1.CN(C)C=O>>CON(C)C(=O)c1ccc2nccnc2c1. The solvent is O1CCOCC1 (dioxane). As a reaction SMILES: [C:1]([O:4][CH:5]([CH2:21][CH2:22][CH2:23][CH:24]1[CH2:29][CH2:28][N:27]([CH2:30][C:31]2[CH:36]=[CH:35][CH:34]=[CH:33][CH:32]=2)[CH2:26][CH2:25]1)[C:6]([NH2:20])=[N:7][O:8][C:9](=O)[C:10]1[CH:15]=[CH:14][C:13]([N+:16]([O-:18])=[O:17])=[CH:12][CH:11]=1)(=[O:3])[CH3:2]>O1CCOCC1>[C:1]([O:4][CH:5]([C:6]1[N:20]=[C:9]([C:10]2[CH:15]=[CH:14][C:13]([N+:16]([O-:18])=[O:17])=[CH:12][CH:11]=2)[O:8][N:7]=1)[CH2:21][CH2:22][CH2:23][CH:24]1[CH2:29][CH2:28][N:27]([CH2:30][C:31]2[CH:36]=[CH:35][CH:34]=[CH:33][CH:32]=2)[CH2:26][CH2:25]1)(=[O:3])[CH3:2]. Yields the product C(C)(=O)OC(CCCC1CCN(CC1)CC1=CC=CC=C1)C1=NOC(=N1)C1=CC=C(C=C1)[N+](=O)[O-] (3-[1-acetoxy-4-(1-benzylpiperidin-4-yl)butyl]-5-(4-nitrophenyl)-1,2,4-oxadiazole). Procedure details: The mixture of 2-acetoxy-5-(1-benzylpiperidin-4-yl)-1-(4-nitrobenzoyloxyimino)pentylamine (1.5 g) and molecular sieves 4A (7.5 g) in dioxane (50 ml) was refluxed for 2 hours. After molecular sieves were removed by filtration, the filtrate was evaporated in vacuo. The residue was chromatographed on silica eluting with 3% methanol in chloroform to give 3-[1-acetoxy-4-(1-benzylpiperidin-4-yl)butyl]-5-(4-nitrophenyl)-1,2,4-oxadiazole (0.63 g, 43.6%). The compound (74 mg) was dissolved in a solution ... Starting materials: C(C)(=O)OC(C(=NOC(C1=CC=C(C=C1)[N+](=O)[O-])=O)N)CCCC1CCN(CC1)CC1=CC=CC=C1 (2-acetoxy-5-(1-benzylpiperidin-4-yl)-1-(4-nitrobenzoyloxyimino)pentylamine), 4A. Isolated yield 43.6%. Reactants: ketone, CC(=O)C (acetone), carboxylic acid, C(C1=CC=CC=C1)(=O)O (benzoic acid). The product is C(C)(=O)C1=CC=CC=C1 (acetophenone). RXN SMILES: [C:1]([OH:9])(=O)[C:2]1[CH:7]=[CH:6][CH:5]=[CH:4][CH:3]=1.[CH3:10]C(C)=O>>[C:1]([C:2]1[CH:3]=[CH:4][CH:5]=[CH:6][CH:7]=1)(=[O:9])[CH3:10]. Procedure: A method according to claim 1 wherein the ketone is acetone and the carboxylic acid is benzoic acid to yield acetophenone. Starting materials: C(CCCC)C=1C=C(C(=C(C1)O)C(C)C1C(OCCC1)(C)C)O (5-Pentyl-2-[1-(tetrahydro-2,2-dimethyl-2H-pyran-3-yl)ethyl]-1,3-benzenediol), C1(=CC=C(C=C1)S(=O)(=O)O)C.[NH+]1=CC=CC=C1 (pyridinium para-toluenesulfonic acid). The solvent is CCOC(=O)C (EtOAc), C1(=CC=CC=C1)C (toluene). Yields the product OC1=CC(=CC2=C1C(C(C(O2)(C)C)CCCO)C)CCCCC (rac-3,4-Dihydro-5-hydroxy-2,2,4-trimethyl-7-pentyl-2H-1-benzopyran-3-propanol). Yield: 36.2%. RXN SMILES: [CH2:1]([C:6]1[CH:7]=[C:8]([OH:23])[C:9]([CH:13]([CH:15]2[CH2:20][CH2:19][CH2:18][O:17][C:16]2([CH3:22])[CH3:21])[CH3:14])=[C:10]([OH:12])[CH:11]=1)[CH2:2][CH2:3][CH2:4][CH3:5].C1(C)C=CC(S(O)(=O)=O)=CC=1.[NH+]1C=CC=CC=1>C1(C)C=CC=CC=1.CCOC(C)=O>[OH:12][C:10]1[C:9]2[CH:13]([CH3:14])[CH:15]([CH2:20][CH2:19][CH2:18][OH:17])[C:16]([CH3:21])([CH3:22])[O:23][C:8]=2[CH:7]=[C:6]([CH2:1][CH2:2][CH2:3][CH2:4][CH3:5])[CH:11]=1 |f:1.2|. Reported procedure: A solution of 9.4 g of 5-Pentyl-2-[1-(tetrahydro-2,2-dimethyl-2H-pyran-3-yl)ethyl]-1,3-benzenediol in 400 mL of toluene containing a catalytic amount of pyridinium para-toluenesulfonic acid (Aldrich) was heated to 60° C. under argon for 2 hr. The reaction was cooled to RT, diluted with EtOAc, washed with 0.1N aq. HCl (×2), water (×2), sat. aq. NaHCO3, dried and evaporated under reduced pressure. The material obtained was purified by extensive chromatography to give 3.4 g (35%) of rac-3,4-Dihydro... Starting materials: C(=O)(O)[O-].[Na+] (NaHCO3), FC=1C=C(C2=C(CCO2)C1)C(CC(C=NC1=C2C=CC(=NC2=CC=C1)C)(C(F)(F)F)O)(C)C (5-[4-(5-Fluoro-2,3-dihydrobenzofuran-7-yl)-2-hydroxy-4-methyl-2-trifluoromethyl-pentylidenamino]-2-methylquinoline), C([O-])(O)=O.[Na+] (sodium bicarbonate), [BH4-].[Na+] (Sodium borohydride). Solvent: CO (methanol). Reaction conditions: time 24 hour. The product is FC=1C=C(C2=C(CCO2)C1)C(CC(CNC1=C2C=CC(=NC2=CC=C1)C)(C(F)(F)F)O)(C)C (5-[4-(5-Fluoro-2, 3-dihydrobenzofuran-7-yl)-2-hydroxy-4-methyl-2-trifluoromethyl-pentylamino]-2-methylquinoline). Yield: 74.6%. RXN SMILES: [F:1][C:2]1[CH:3]=[C:4]([C:11]([CH3:33])([CH3:32])[CH2:12][C:13]([OH:31])([C:27]([F:30])([F:29])[F:28])[CH:14]=[N:15][C:16]2[CH:25]=[CH:24][CH:23]=[C:22]3[C:17]=2[CH:18]=[CH:19][C:20]([CH3:26])=[N:21]3)[C:5]2[O:9][CH2:8][CH2:7][C:6]=2[CH:10]=1.C(=O)(O)[O-].[Na+].[BH4-].[Na+]>CO>[F:1][C:2]1[CH:3]=[C:4]([C:11]([CH3:33])([CH3:32])[CH2:12][C:13]([OH:31])([C:27]([F:28])([F:30])[F:29])[CH2:14][NH:15][C:16]2[CH:25]=[CH:24][CH:23]=[C:22]3[C:17]=2[CH:18]=[CH:19][C:20]([CH3:26])=[N:21]3)[C:5]2[O:9][CH2:8][CH2:7][C:6]=2[CH:10]=1 |f:1.2,3.4|. Reported procedure: 5-[4-(5-Fluoro-2,3-dihydrobenzofuran-7-yl)-2-hydroxy-4-methyl-2-trifluoromethyl-pentylidenamino]-2-methylquinoline (266 mg, 0.58 mmol) and sodium bicarbonate (250 mg) in methanol (15 ml) are stirred for 15 minutes at room temperature. Sodium borohydride (152 mg, 4 mmol) is added thereto in 4 portions over 24 hours. After the reaction is completed (TLC monitoring), the batch is mixed with saturated NaHCO3 solution (10 ml) and concentrated by evaporation. The residue is taken up in ethyl acetate (... Starting materials: COC1=C(C(=C(C(=C1)C)C=CC(=CC=CC(=CC(=O)Cl)C)C)C)C (9-(4-methoxy-2,3,6-trimethyl-phenyl)-3,7-dimethyl-nona-2,4,6,8-tetraen-1-oic acid chloride), C(C)NCC (diethylamine). Product: C(C)NC(C=C(C=CC=C(C=CC1=C(C(=C(C=C1C)OC)C)C)C)C)=O (9-(4-methoxy-2,3,6-trimethyl-phenyl)-3,7-dimethyl-nona-2,4,6,8-tetraen-1-oic acid ethyl amide). Reaction SMILES: [CH3:1][O:2][C:3]1[CH:8]=[C:7]([CH3:9])[C:6]([CH:10]=[CH:11][C:12]([CH3:22])=[CH:13][CH:14]=[CH:15][C:16]([CH3:21])=[CH:17][C:18](Cl)=[O:19])=[C:5]([CH3:23])[C:4]=1[CH3:24].[CH2:25]([NH:27]CC)[CH3:26]>>[CH2:25]([NH:27][C:18](=[O:19])[CH:17]=[C:16]([CH3:21])[CH:15]=[CH:14][CH:13]=[C:12]([CH3:22])[CH:11]=[CH:10][C:6]1[C:7]([CH3:9])=[CH:8][C:3]([O:2][CH3:1])=[C:4]([CH3:24])[C:5]=1[CH3:23])[CH3:26]. Procedure details: 9-(4-methoxy-2,3,6-trimethyl-phenyl)-3,7-dimethyl-nona-2,4,6,8-tetraen-1-oic acid chloride and diethylamine are converted to Starting materials: C1(=CC=CC=C1)C(F)(F)F (benzotrifluoride), 19942d, ClS(=O)(=O)O (chlorosulfonic acid), OS(=O)(=O)O.O=S(=O)=O (oleum). The product is FC(C=1C=C(C=CC1)S(=O)(=O)Cl)(F)F (m-trifluoromethylbenzenesulfonyl chloride). RXN SMILES: [C:1]1([C:7]([F:10])([F:9])[F:8])[CH:6]=[CH:5][CH:4]=[CH:3][CH:2]=1.[Cl:11][S:12](O)(=[O:14])=[O:13].OS(O)(=O)=O.O=S(=O)=O>>[F:8][C:7]([F:10])([F:9])[C:1]1[CH:6]=[C:5]([S:12]([Cl:11])(=[O:14])=[O:13])[CH:4]=[CH:3][CH:2]=1 |f:2.3|. Reported procedure: The m-trifluoromethylbenzenesulfonyl chloride starting material was prepared by reacting benzotrifluoride with chlorosulfonic acid in the presence of oleum (65% SO3), according to the method described in Chemical Abstracts 75, 19942d, (1971); German Offen. No. 1,954,448.